Dataset: the Open Reaction Database (ORD), a public repository of structured organic reaction records. Task: describe an organic reaction: reactants, conditions, products, and yield Reactants: magnesium hydrocarbyl carbonate, [O-]CC.[Mg+2].[O-]CC (magnesium ethoxide), C(=O)=O (carbon dioxide), magnesium alcoholate, C(=O)=O (carbon dioxide), [O-]CC.[Mg+2].[O-]CC (magnesium ethoxide). Solvent: C(C)O (ethanol). Yields the product magnesium hydrocarbyl carbonate, C(OCC)([O-])=O.[Mg+2].C(C)OC([O-])=O (magnesium ethyl carbonate). Reaction SMILES: [C:1](=[O:3])=[O:2].[O-:4][CH2:5][CH3:6].[Mg+2:7].[O-:8][CH2:9][CH3:10]>C(O)C>[C:1](=[O:2])([O-:3])[O:4][CH2:5][CH3:6].[Mg+2:7].[CH2:9]([O:8][C:1](=[O:2])[O-:3])[CH3:10] |f:1.2.3,5.6.7|. Procedure details: Generally, magnesium hydrocarbyl carbonate is prepared by reacting carbon dioxide with a magnesium alcoholate. For example, magnesium hydrocarbyl carbonate is formed by suspending magnesium ethoxide in ethanol and adding carbon dioxide until the magnesium ethoxide dissolves forming magnesium ethyl carbonate. If, however, the magnesium ethoxide were suspended in 2-ethylhexanol, magnesium 2-ethylhexyl carbonate, magnesium ethyl carbonate and magnesium ethyl/2-ethylhexyl carbonate may be formed. If... Reactants: BrC1=C(C#N)C=C(C=C1)F (2-bromo-5-fluorobenzonitrile), FC1=C(C=C(C=C1)[N+](=O)[O-])B1OC(C(O1)(C)C)(C)C (2-(2-fluoro-5-nitrophenyl)-4,4,5,5-tetramethyl-[1,3,2]dioxaborolane), [F-].[K+] (potassium fluoride), C(C)(C)(C)P(C(C)(C)C)C(C)(C)C (tri-tert-butylphosphine), solution. Reagents/catalysts: C=1C=CC(=CC1)/C=C/C(=O)/C=C/C2=CC=CC=C2.C=1C=CC(=CC1)/C=C/C(=O)/C=C/C2=CC=CC=C2.C=1C=CC(=CC1)/C=C/C(=O)/C=C/C2=CC=CC=C2.[Pd].[Pd] (tris(dibenzylideneacetone)-dipalladium(0)). Run in O1CCOCC1 (1,4-dioxane), O1CCCC1 (tetrahydrofuran), O (water), [OH-].[Na+] (sodium hydroxide). Run at time 30 minute. The product is FC=1C=C(C(=CC1)C1=C(C=CC(=C1)[N+](=O)[O-])F)C#N (4,2′-difluoro-5′-nitrobiphenyl-2-carbonitrile). Isolated yield 108.0%. Reaction SMILES: Br[C:2]1[CH:9]=[CH:8][C:7]([F:10])=[CH:6][C:3]=1[C:4]#[N:5].[F:11][C:12]1[CH:17]=[CH:16][C:15]([N+:18]([O-:20])=[O:19])=[CH:14][C:13]=1B1OC(C)(C)C(C)(C)O1.[F-].[K+].C(P(C(C)(C)C)C(C)(C)C)(C)(C)C>O1CCCC1.O.O1CCOCC1.[OH-].[Na+].C1C=CC(/C=C/C(/C=C/C2C=CC=CC=2)=O)=CC=1.C1C=CC(/C=C/C(/C=C/C2C=CC=CC=2)=O)=CC=1.C1C=CC(/C=C/C(/C=C/C2C=CC=CC=2)=O)=CC=1.[Pd].[Pd]>[F:10][C:7]1[CH:6]=[C:3]([C:4]#[N:5])[C:2]([C:13]2[CH:14]=[C:15]([N+:18]([O-:20])=[O:19])[CH:16]=[CH:17][C:12]=2[F:11])=[CH:9][CH:8]=1 |f:2.3,8.9,10.11.12.13.14|. Reported procedure: A mixture of 2-bromo-5-fluorobenzonitrile (20 g, 100 mmol), 2-(2-fluoro-5-nitrophenyl)-4,4,5,5-tetramethyl-[1,3,2]dioxaborolane (from Example 2, step d) (34.7 g, 130 mmol) and potassium fluoride (19.2 g, 330 mmol) in tetrahydrofuran (350 ml) and water (20 ml) was degassed with nitrogen for 30 min then treated with tris(dibenzylideneacetone)-dipalladium(0) (1.83 g, 2 mmol) followed by tri-tert-butylphosphine (4 ml of a 0.2 M solution in 1,4-dioxane, 0.8 mmol). This mixture was stirred at ambient ... Starting materials: CI, [H-], O=[N+]([O-])c1cccc2[nH]ncc12, [Na+], CN(C)C=O, O. Yields the product Cn1ncc2c([N+](=O)[O-])cccc21. Reaction SMILES: [CH3:15][I:16].[H-:2].[N+:3](=[O:4])([O-:5])[c:6]1[c:7]2[cH:8][n:9][nH:10][c:11]2[cH:12][cH:13][cH:14]1.[Na+:1].[O:18]=[CH:19][N:20]([CH3:21])[CH3:22].[OH2:17]>>[N+:3](=[O:4])([O-:5])[c:6]1[c:7]2[cH:8][n:9][n:10]([CH3:15])[c:11]2[cH:12][cH:13][cH:14]1. As a reaction SMILES: [OH:1][C:2]1[CH:3]=[C:4]([C:8]([CH2:10][C:11]2[CH:16]=[CH:15][CH:14]=[C:13]([OH:17])[CH:12]=2)=[O:9])[CH:5]=[CH:6][CH:7]=1.Br[CH2:19][C:20]([O:22][CH2:23][CH3:24])=[O:21].C([O-])([O-])=O.[K+].[K+].O>CN(C=O)C>[OH:1][C:2]1[CH:3]=[C:4]([C:8](=[O:9])[CH2:10][C:11]2[CH:12]=[C:13]([CH:14]=[CH:15][CH:16]=2)[O:17][CH2:19][C:20]([O:22][CH2:23][CH3:24])=[O:21])[CH:5]=[CH:6][CH:7]=1 |f:2.3.4|. The solvent is CN(C)C=O (DMF). Reactants: O (water), OC=1C=C(C=CC1)C(=O)CC1=CC(=CC=C1)O (3,3'-dihydroxydeoxybenzoin), BrCC(=O)OCC (ethyl bromoacetate), C(=O)([O-])[O-].[K+].[K+] (K2CO3). Run at time 8 hour. The product is OC=1C=C(C=CC1)C(CC=1C=C(OCC(=O)OCC)C=CC1)=O (ethyl 2-(3-(2-(3-hydroxyphenyl)-2-oxoethyl)phenoxy)acetate). Procedure details: A mixture of 3,3'-dihydroxydeoxybenzoin (0.05 mol), ethyl bromoacetate (0.05 mol) ad K2CO3 (0.05 mol) in 50 mL of DMF is stirred at room temperature overnight. The reaction mixture is poured into water and extracted with EtOAc. The organic solution is dried and evaporated to dryness. The crude products are separtated by flash chromatography to give the ethyl 2-(3-(2-(3-hydroxyphenyl)-2-oxoethyl)phenoxy)acetate and the ethyl 2-(3-(2-(3-hydroxyphenyl)-1-oxoethyl)phenoxy)acetate. Starting materials: C(C1=CC=CC=C1)(C1=CC=CC=C1)OC([C@@H](NC(CCCCCCCCCCCCCCC)=O)CSC[C@@H]([C@@H](CO)O)O)=O (N-palmitoyl-S-[2(R),3(R),4-trihydroxybutyl]-(L)-cysteine-benzhydryl ester). Run in FC(C(=O)O)(F)F (trifluoroacetic acid), C(Cl)Cl (methylene chloride). Run at time 2 hour. The product is C(CCCCCCCCCCCCCCC)(=O)N[C@@H](CSC[C@@H]([C@@H](CO)O)O)C(=O)O (N-palmitoyl-S-[2(R),3(R),4-trihydroxy-butyl]-(L)-cysteine). Reaction SMILES: C([O:14][C:15](=[O:44])[C@H:16]([CH2:35][S:36][CH2:37][C@H:38]([OH:43])[C@H:39]([OH:42])[CH2:40][OH:41])[NH:17][C:18](=[O:34])[CH2:19][CH2:20][CH2:21][CH2:22][CH2:23][CH2:24][CH2:25][CH2:26][CH2:27][CH2:28][CH2:29][CH2:30][CH2:31][CH2:32][CH3:33])(C1C=CC=CC=1)C1C=CC=CC=1>FC(F)(F)C(O)=O.C(Cl)Cl>[C:18]([NH:17][C@H:16]([C:15]([OH:44])=[O:14])[CH2:35][S:36][CH2:37][C@H:38]([OH:43])[C@H:39]([OH:42])[CH2:40][OH:41])(=[O:34])[CH2:19][CH2:20][CH2:21][CH2:22][CH2:23][CH2:24][CH2:25][CH2:26][CH2:27][CH2:28][CH2:29][CH2:30][CH2:31][CH2:32][CH3:33]. Procedure: 0.9 g of N-palmitoyl-S-[2(R),3(R),4-trihydroxybutyl]-(L)-cysteine-benzhydryl ester in a mixture of 3 ml of trifluoroacetic acid and 12 ml of methylene chloride is allowed to stand for 2 hours at room temperature. The reaction mixture is then evaporated to dryness; the residue is triturated with ice-water, filtered off with suction and the solid substance is dried. It is then extracted with ligroin, and recrystallised from acetone to yield colourless crystals of N-palmitoyl-S-[2(R),3(R),4-trihydr... Starting materials: CC(C)(C)OC(=O)N1CCC(O)CC1, Oc1ccc(F)cc1, C1CCOC1, O, c1ccc(P(c2ccccc2)c2ccccc2)cc1. The product is CC(C)(C)OC(=O)N1CCC(Oc2ccc(F)cc2)CC1. Reaction SMILES: [C:28](=[O:29])([O:30][C:31]([CH3:32])([CH3:33])[CH3:34])[N:35]1[CH2:36][CH2:37][CH:38]([OH:41])[CH2:39][CH2:40]1.[F:20][c:21]1[cH:22][cH:23][c:24]([OH:27])[cH:25][cH:26]1.[O:43]1[CH2:44][CH2:45][CH2:46][CH2:47]1.[OH2:42].[c:1]1([P:2]([c:3]2[cH:4][cH:5][cH:6][cH:7][cH:8]2)[c:9]2[cH:10][cH:11][cH:12][cH:13][cH:14]2)[cH:15][cH:16][cH:17][cH:18][cH:19]1>>[F:20][c:21]1[cH:22][cH:23][c:24]([O:27][CH:38]2[CH2:37][CH2:36][N:35]([C:28](=[O:29])[O:30][C:31]([CH3:32])([CH3:33])[CH3:34])[CH2:40][CH2:39]2)[cH:25][cH:26]1.